This data is from the Open Reaction Database (ORD), a public repository of structured organic reaction records. The task is: describe an organic reaction: reactants, conditions, products, and yield Reaction SMILES: [Br:9][CH2:10][c:11]1[cH:12][cH:13][c:14]([Cl:20])[c:15]2[c:16]1[cH:17][cH:18][o:19]2.[CH3:1][N+:2]1([O-:3])[CH2:4][CH2:6][O:5][CH2:7][CH2:8]1.[CH3:21][C:22]#[N:23]>>[O:5]=[CH:10][c:11]1[cH:12][cH:13][c:14]([Cl:20])[c:15]2[c:16]1[cH:17][cH:18][o:19]2. Product: O=Cc1ccc(Cl)c2occc12. Reactants: Clc1ccc(CBr)c2ccoc12, C[N+]1([O-])CCOCC1, CC#N. The reactants are C1CCOC1, CCOC(C)=O, Cc1ccccc1, COC(=O)c1cc(CN2CCOCC2)co1. Yields the product OCc1cc(CN2CCOCC2)co1. RXN SMILES: [CH2:23]1[O:24][CH2:25][CH2:26][CH2:27]1.[CH3:17][CH2:18][O:19][C:20](=[O:21])[CH3:22].[CH3:28][c:29]1[cH:30][cH:31][cH:32][cH:33][cH:34]1.[O:1]1[CH2:2][CH2:3][N:4]([CH2:7][c:8]2[cH:9][c:10]([C:13](=[O:14])[O:15][CH3:16])[o:11][cH:12]2)[CH2:5][CH2:6]1>>[O:1]1[CH2:2][CH2:3][N:4]([CH2:7][c:8]2[cH:9][c:10]([CH2:13][OH:14])[o:11][cH:12]2)[CH2:5][CH2:6]1. Reactants: NC1=NC=C(C=C1)Br (2-Amino-5-bromopyridine), FC(C(=O)O)(F)F (trifluoroacetic acid), IN1C(CCC1=O)=O (N-iodosuccinimide). The solvent is CN(C)C=O (DMF). Run at temperature 50 celsius. Product: NC1=NC=C(C=C1I)Br (2-amino-5-bromo-3-iodopyridine). Reaction SMILES: [NH2:1][C:2]1[CH:7]=[CH:6][C:5]([Br:8])=[CH:4][N:3]=1.FC(F)(F)C(O)=O.[I:16]N1C(=O)CCC1=O>CN(C=O)C>[NH2:1][C:2]1[C:7]([I:16])=[CH:6][C:5]([Br:8])=[CH:4][N:3]=1. Reported procedure: To a solution of 2-amino-5-bromopyridine (2) in DMF was added trifluoroacetic acid (1.2 equiv). At room temperature, N-iodosuccinimide (1.1 equiv) was added and the reaction mixture was heated at 50° C. for 3 h. HPLC indicated complete conversion. After cooling to room temperature the product was precipitated by adding the reaction mixture to water. After neutralization with sodiumthiosulfate and 1N NaOH the title compound (11) was collected by filtration as a brown solid in 90% yield. Reactants: [H-].[Na+] (NaH), C(C)(C)O (Isopropyl alcohol), C1CCOC1 (THF), C(C)(C)(C)OC(=O)N1C[C@H](CC1)[C@H]1OC1 ((S)—(R)-3-Oxiranylpyrrolidine-1-carboxylic acid t-butyl ester). Conditions: temperature 0 celsius, time 10 minute. Yields the product C(C)(C)(C)OC(=O)N1C[C@H](CC1)[C@H](COC(C)C)O ((S)-3-((R)-1-Hydroxy-2-isopropoxyethyl)pyrrolidine-1-carboxylic Acid t-Butyl Ester). As a reaction SMILES: [CH:1](O)([CH3:3])[CH3:2].[H-].[Na+].[C:7]([O:11][C:12]([N:14]1[CH2:18][CH2:17][C@H:16]([C@@H:19]2[CH2:21][O:20]2)[CH2:15]1)=[O:13])([CH3:10])([CH3:9])[CH3:8].C1C[O:25]CC1>>[C:7]([O:11][C:12]([N:14]1[CH2:18][CH2:17][C@H:16]([C@@H:19]([OH:25])[CH2:21][O:20][CH:1]([CH3:3])[CH3:2])[CH2:15]1)=[O:13])([CH3:8])([CH3:9])[CH3:10] |f:1.2|. Procedure details: Isopropyl alcohol (215 μL, 2.8 mmol) was dissolved in THF (428 μL), and the mixture was cooled at 0° C. NaH (33.8 mg, 1.4 mmol) was added in 4 portions, and the mixture stirred for 10 minutes at room temperature. (S)—(R)-3-Oxiranylpyrrolidine-1-carboxylic acid t-butyl ester (200 mg, 938 μmol) was added. The resulting solution was placed in a microwave reactor for 10 minutes at 100° C., then cooled to room temperature. The mixture was extracted with Hexanes (10 mL) and washed with water (10 mL). ... Reactants: quartz, S.[H][H] (H2S H2), S.[H][H] (H2S H2), C1(CCCCC1)C1=CC=CC=C1 (CHB), N#N (N2), N#N (N2), N#N (N2). The reagents and catalysts are catalysts. Reaction conditions: temperature 400 celsius, time 1.5 hour. Product: C1=CC=CC=2SC3=C(C21)C=CC=C3 (Dibenzothiophene). RXN SMILES: N#N.[SH2:3].[H][H].[CH:6]1([C:12]2[CH:17]=[CH:16][CH:15]=[CH:14][CH:13]=2)[CH2:11][CH2:10][CH2:9][CH2:8][CH2:7]1>>[CH:7]1[C:6]2[C:12]3[CH:13]=[CH:14][CH:15]=[CH:16][C:17]=3[S:3][C:11]=2[CH:10]=[CH:9][CH:8]=1 |f:1.2|. Reported procedure: 1.5-2 g of the catalysts of Examples 1-4 were placed in a quartz boat which was in turn inserted into a horizontal quartz tube and placed into a Lindberg furnace. The temperature was raised to 370° C. in about one hour with N2 flowing at 50 cc/m, and the flow continued for 1.5 h at 370° C. N2 was switched off and 10% H2S/H2 then added to the reactor at 20 cc/m, the temperature increased to 400° C., and held there for 2 hours. The heat was then shut off and the catalyst cooled in flowing H2S/H2 t... Reactants: CCOC(=O)C1CCC(c2cc(F)c(F)c(F)c2)N1, CCOC(C)=O, CO, CC(=O)O, O=Cc1ccccc1, [Cl-], [NH4+], C1CCOC1. Product: CCOC(=O)C1CCC(c2cc(F)c(F)c(F)c2)N1Cc1ccccc1. RXN SMILES: [CH2:13]([CH3:14])[O:15][C:16](=[O:17])[CH:18]1[NH:19][CH:20]([c:23]2[cH:24][c:25]([F:31])[c:26]([F:30])[c:27]([F:29])[cH:28]2)[CH2:21][CH2:22]1.[CH3:34][CH2:35][O:36][C:37](=[O:38])[CH3:39].[CH3:40][OH:41].[CH3:9][C:10](=[O:11])[OH:12].[CH:1](=[O:2])[c:3]1[cH:4][cH:5][cH:6][cH:7][cH:8]1.[Cl-:32].[NH4+:33].[O:42]1[CH2:43][CH2:44][CH2:45][CH2:46]1>>[CH2:1]([c:3]1[cH:4][cH:5][cH:6][cH:7][cH:8]1)[N:19]1[CH:18]([C:16]([O:15][CH2:13][CH3:14])=[O:17])[CH2:22][CH2:21][CH:20]1[c:23]1[cH:24][c:25]([F:31])[c:26]([F:30])[c:27]([F:29])[cH:28]1. The reactants are ClCCCCOC=1C=C2CCC(NC2=CC1)=O (6-(4-chlorobutoxy)-3,4-dihydro-carbostyril), SC=1NC2=C(N1)C=CC=C2 (2-mercapto-benzimidazole). Product: N1=C(NC2=C1C=CC=C2)SCCCCOC=2C=C1CCC(NC1=CC2)=O (6-[4-(2-Benzimidazolyl-mercapto)-butoxy]-3,4-dihydro-carbostyril). Reaction SMILES: Cl[CH2:2][CH2:3][CH2:4][CH2:5][O:6][C:7]1[CH:8]=[C:9]2[C:14](=[CH:15][CH:16]=1)[NH:13][C:12](=[O:17])[CH2:11][CH2:10]2.[SH:18][C:19]1[NH:20][C:21]2[CH:27]=[CH:26][CH:25]=[CH:24][C:22]=2[N:23]=1>>[N:20]1[C:21]2[CH:27]=[CH:26][CH:25]=[CH:24][C:22]=2[NH:23][C:19]=1[S:18][CH2:2][CH2:3][CH2:4][CH2:5][O:6][C:7]1[CH:8]=[C:9]2[C:14](=[CH:15][CH:16]=1)[NH:13][C:12](=[O:17])[CH2:11][CH2:10]2. Procedure details: Prepared analogous to Example 1 from 6-(4-chlorobutoxy)-3,4-dihydro-carbostyril (m.p. 147°-148° C.) and 2-mercapto-benzimidazole. The reactants are OC1=C2C(OCC2=C(C(=C1C/C=C(/CCC(=O)OC)\C)OC)C)=O (methyl (E)-6-(1,3-dihydro-4-hydroxy-6-methoxy-7-methyl-3-oxoisobenzofuran-5-yl) -4-methyl-4-hexenoate), [Si](C)(C)(C(C)(C)C)Cl (t-butyldimethylsilyl chloride), N1C=NC=C1 (imidazole), O (water). Solvent: CN(C=O)C (dimethylformamide). Conditions: temperature 50 celsius, time 24 hour. Procedure: To methyl (E)-6-(1,3-dihydro-4-hydroxy-6-methoxy-7-methyl-3-oxoisobenzofuran-5-yl) -4-methyl-4-hexenoate (Tetrahedron, 28, 4395, 1972) (10.0 g) in dimethylformamide (75 ml) was added t-butyldimethylsilyl chloride (4.97 g) and imidazole (2.24 g). The mixture was heated at 50° C. for 1 hour, then left at room temperature for 24 hours, then poured into water and extracted with ethyl acetate. The extract was washed twice with water, dried over magnesium sulfate and evaporated under vacuum to give me... Yields the product [Si](C)(C)(C(C)(C)C)OC1=C2C(OCC2=C(C(=C1C/C=C(/CCC(=O)OC)\C)OC)C)=O (methyl (E)-6-(4-t-butyldimethylsilyloxy-1,3-dihydro-6methoxy-7-methyl-3-oxoisobenzofuran-5-yl) -4-methyl-4-hexenoate). As a reaction SMILES: [OH:1][C:2]1[C:10]([CH2:11]/[CH:12]=[C:13](\[CH3:20])/[CH2:14][CH2:15][C:16]([O:18][CH3:19])=[O:17])=[C:9]([O:21][CH3:22])[C:8]([CH3:23])=[C:7]2[C:3]=1[C:4](=[O:24])[O:5][CH2:6]2.[Si:25](Cl)([C:28]([CH3:31])([CH3:30])[CH3:29])([CH3:27])[CH3:26].N1C=CN=C1.O>CN(C)C=O>[Si:25]([O:1][C:2]1[C:10]([CH2:11]/[CH:12]=[C:13](\[CH3:20])/[CH2:14][CH2:15][C:16]([O:18][CH3:19])=[O:17])=[C:9]([O:21][CH3:22])[C:8]([CH3:23])=[C:7]2[C:3]=1[C:4](=[O:24])[O:5][CH2:6]2)([C:28]([CH3:31])([CH3:30])[CH3:29])([CH3:27])[CH3:26].